Dataset: the Open Reaction Database (ORD), a public repository of structured organic reaction records. Task: describe an organic reaction: reactants, conditions, products, and yield The reactants are O=C[C@H](O)[C@@H](O)[C@H](O)[C@H](O)CO (D-glucose), C(CC)N (n-propylamine). The product is C(CC)NC[C@H](O)[C@@H](O)[C@H](O)[C@H](O)CO (N-propyl-glucamine). RXN SMILES: O=[CH:2][C@@H:3]([C@H:5]([C@@H:7]([C@@H:9]([CH2:11][OH:12])[OH:10])[OH:8])[OH:6])[OH:4].[CH2:13]([NH2:16])[CH2:14][CH3:15]>>[CH2:13]([NH:16][CH2:2][C@@H:3]([C@H:5]([C@@H:7]([C@@H:9]([CH2:11][OH:12])[OH:10])[OH:8])[OH:6])[OH:4])[CH2:14][CH3:15]. Procedure details: The product was made from D-glucose and n-propylamine comparable as in Example A. The reactants are [OH-].[Na+] (sodium hydroxide), C1(CCC2=CC=CC=C12)C(C(=O)[O-])CC(N1CCC2(CCCC2)CC1)=O (α-(2,3-dihydro-1H-inden-1-yl)-γ-oxo-8-azaspiro[4.5]decane-8-butanoate). Run in O (water), O1CCCC1 (tetrahydrofuran), CO (methanol). Run at temperature 60 celsius, time 3 hour. The product is C1(CCC2=CC=CC=C12)C(C(=O)O)CC(N1CCC2(CCCC2)CC1)=O (α-(2,3-dihydro-1H-inden-1-yl)-γ-oxo-8-azaspiro[4.5]decane-8-butanoic acid). The yield is 86.0%. Reaction SMILES: [OH-].[Na+].[CH:3]1([CH:12]([CH2:16][C:17](=[O:28])[N:18]2[CH2:27][CH2:26][C:21]3([CH2:25][CH2:24][CH2:23][CH2:22]3)[CH2:20][CH2:19]2)[C:13]([O-:15])=[O:14])[C:11]2[C:6](=[CH:7][CH:8]=[CH:9][CH:10]=2)[CH2:5][CH2:4]1>O.O1CCCC1.CO>[CH:3]1([CH:12]([CH2:16][C:17](=[O:28])[N:18]2[CH2:19][CH2:20][C:21]3([CH2:22][CH2:23][CH2:24][CH2:25]3)[CH2:26][CH2:27]2)[C:13]([OH:15])=[O:14])[C:11]2[C:6](=[CH:7][CH:8]=[CH:9][CH:10]=2)[CH2:5][CH2:4]1 |f:0.1|. Procedure: A solution of 6.8 g (0.17 mol) of sodium hydroxide in 60 ml of water is added to a solution of 20 g (0.0522 mol) of ethyl [R-(R*,S*)]-α-(2,3-dihydro-1H-inden-1-yl)-γ-oxo-8-azaspiro[4.5]decane-8-butanoate in a mixture of 150 ml of tetrahydrofuran and 150 ml of methanol, and the mixture is stirred for 3 h at 60° C. The mixture is concentrated, 200 ml of water are added, the solution obtained is washed with twice 150 ml of diethyl ether and then acidified at 0° C. with 6 M hydrochloric acid to pH 2... Starting materials: [N+](=[N-])=C1C(=NN=N1)C(=O)N (5-diazo-1,2,3-triazole-4-carboxamide), C(CCC)NC(C)=N (N-butyl-acetamidine), C (charcoal). Run in C(C)O (ethanol). The product is C(CCC)N(N=NC1=C(N=NN1)C(=O)N)C(C)=N (5-[3-n-butyl-3-(alpha-iminoethyl)-1-triazeno]-1,2,3-triazole-4-carboxamide). RXN SMILES: [CH2:1]([NH:5][C:6](=[NH:8])[CH3:7])[CH2:2][CH2:3][CH3:4].[N+:9](=[C:11]1[N:15]=[N:14][N:13]=[C:12]1[C:16]([NH2:18])=[O:17])=[N-:10].C>C(O)C>[CH2:1]([N:5]([C:6](=[NH:8])[CH3:7])[N:10]=[N:9][C:11]1[NH:15][N:14]=[N:13][C:12]=1[C:16]([NH2:18])=[O:17])[CH2:2][CH2:3][CH3:4]. Procedure: 5.7 g. of N-butyl-acetamidine are dissolved in 300 ml of anhydrous ethanol, whereupon 7 g. of 5-diazo-1,2,3-triazole-4-carboxamide are added at 25° C. within half an hour. After 3 hours the solution is clarified with activated charcoal and evaporated in vacuo. The residual thick oil is admixed with 40 ml of anhydrous ethylacetate and the crude product (9.7 g. melting at 150° C. decomposition) is recrystallized from a mixture of 110 ml of acetone and 40 ml of anhydrous ethanol. Thus 6.1 g. of 5-[... Starting materials: CO, COC(=O)Cc1c(C)nn(-c2cnccc2C)c1-c1ccccc1, [Na+], [OH-]. The product is Cc1ccncc1-n1nc(C)c(CC(=O)O)c1-c1ccccc1. Reaction SMILES: [CH3:27][OH:28].[CH3:3][c:4]1[n:5][n:6](-[c:20]2[cH:21][n:22][cH:23][cH:24][c:25]2[CH3:26])[c:7](-[c:14]2[cH:15][cH:16][cH:17][cH:18][cH:19]2)[c:8]1[CH2:9][C:10](=[O:11])[O:12][CH3:13].[Na+:2].[OH-:1]>>[CH3:3][c:4]1[n:5][n:6](-[c:20]2[cH:21][n:22][cH:23][cH:24][c:25]2[CH3:26])[c:7](-[c:14]2[cH:15][cH:16][cH:17][cH:18][cH:19]2)[c:8]1[CH2:9][C:10](=[O:11])[OH:12]. Starting materials: NC1=CC=C(C=C1)O (4-aminophenol), CC1(CC(=O)OC(C1)=O)C (3,3-dimethylglutaric anhydride), C (charcoal). The solvent is C(C)O (ethanol). Run at temperature 165 celsius. Yields the product OC1=CC=C(C=C1)N1C(CC(CC1=O)(C)C)=O (1-(4-Hydroxy-phenyl)-4,4-dimethyl-piperidine-2,6-dione). Isolated yield 50.2%. Reaction SMILES: [NH2:1][C:2]1[CH:7]=[CH:6][C:5]([OH:8])=[CH:4][CH:3]=1.[CH3:9][C:10]1([CH3:18])[CH2:16][C:15](=O)[O:14][C:12](=[O:13])[CH2:11]1.C>C(O)C>[OH:8][C:5]1[CH:6]=[CH:7][C:2]([N:1]2[C:12](=[O:13])[CH2:11][C:10]([CH3:18])([CH3:9])[CH2:16][C:15]2=[O:14])=[CH:3][CH:4]=1. Reported procedure: A mixture of 4-aminophenol (3.27 g, 30.0 mmol) and 3,3-dimethylglutaric anhydride (4.26 g, 30.0 mmol) was heated in a round bottom flask at 165° C. for 1 h, followed by heating at 180° C. for 7 h. After cooling to room temperature the solid material was dissolved in hot ethanol, activated charcoal was added and the solution was heated at reflux for 1 h. The solid material was removed by hot filtration. The solvent was evaporated and the residue was crystallised (water/ethanol) yielding the title... Starting materials: Cl, COc1ccc(F)c(-c2c(-c3ccccc3)cnc3c(C(F)(F)F)cccc23)c1. Product: Oc1ccc(F)c(-c2c(-c3ccccc3)cnc3c(C(F)(F)F)cccc23)c1. RXN SMILES: [ClH:30].[F:1][c:2]1[c:3](-[c:10]2[c:11](-[c:24]3[cH:25][cH:26][cH:27][cH:28][cH:29]3)[cH:12][n:13][c:14]3[c:15]([C:20]([F:21])([F:22])[F:23])[cH:16][cH:17][cH:18][c:19]23)[cH:4][c:5]([O:8][CH3:9])[cH:6][cH:7]1>>[F:1][c:2]1[c:3](-[c:10]2[c:11](-[c:24]3[cH:25][cH:26][cH:27][cH:28][cH:29]3)[cH:12][n:13][c:14]3[c:15]([C:20]([F:21])([F:22])[F:23])[cH:16][cH:17][cH:18][c:19]23)[cH:4][c:5]([OH:8])[cH:6][cH:7]1.